From a dataset of the Open Reaction Database (ORD), a public repository of structured organic reaction records. describe an organic reaction: reactants, conditions, products, and yield Starting materials: FC=1C=C(C=CC1N1CCOCC1)NC(CC(C)=O)=O (N-(3-fluoro-4-morpholinophenyl)-3-oxobutanamide), FC(C(=O)N)(OC1=CC(=CC=C1)F)F (2,2-difluoro-2-(3-fluorophenoxy)acetamide), C1(=CC=CC=C1)C (toluene), [NH4+].[Cl-] (NH4Cl). The reagents and catalysts are C(C)(C)[O-].C(C)(C)[O-].C(C)(C)[O-].C(C)(C)[O-].[Ti+4] (titanium tetraisopropanolate). Run in C=1(C(=CC=CC1)C)C (xylene). Conditions: temperature 165 celsius, time 24 hour. The product is FC(C1=NC(=CC(N1C1=CC(=C(C=C1)N1CCOCC1)F)=O)C)(OC1=CC(=CC=C1)F)F (2-(difluoro(3-fluorophenoxy)methyl)-3-(3-fluoro-4-morpholinophenyl)-6-methyl-pyrimidin-4(3H)-one). Isolated yield 39.5%. Reaction SMILES: [F:1][C:2]1[CH:3]=[C:4]([NH:14][C:15](=[O:20])[CH2:16][C:17](=O)[CH3:18])[CH:5]=[CH:6][C:7]=1[N:8]1[CH2:13][CH2:12][O:11][CH2:10][CH2:9]1.[F:21][C:22]([F:34])([O:26][C:27]1[CH:32]=[CH:31][CH:30]=[C:29]([F:33])[CH:28]=1)[C:23]([NH2:25])=O.C1(C)C=CC=CC=1.[NH4+].[Cl-]>C1(C)C(C)=CC=CC=1.C([O-])(C)C.C([O-])(C)C.C([O-])(C)C.C([O-])(C)C.[Ti+4]>[F:34][C:22]([F:21])([O:26][C:27]1[CH:32]=[CH:31][CH:30]=[C:29]([F:33])[CH:28]=1)[C:23]1[N:14]([C:4]2[CH:5]=[CH:6][C:7]([N:8]3[CH2:13][CH2:12][O:11][CH2:10][CH2:9]3)=[C:2]([F:1])[CH:3]=2)[C:15](=[O:20])[CH:16]=[C:17]([CH3:18])[N:25]=1 |f:3.4,6.7.8.9.10|. Reported procedure: A mixture of N-(3-fluoro-4-morpholinophenyl)-3-oxobutanamide (0.60 g, 2.14 mmol), 2,2-difluoro-2-(3-fluorophenoxy)acetamide (0.88 g, 4.29 mmol) and titanium tetraisopropanolate (4.87 g, 17.1 mmol) in xylene (20 mL) was stirred at 165° C. for 24 h. The mixture was cooled to rt and 60 mL of toluene and 80 mL of saturated NH4Cl aqueous solution were added. The resulting mixture was stirred at rt overnight and filtered and the filtrate was extracted with DCM (150 mL×3). The combined organic layers w... Reactants: BrC1=CC(=C(C(=C1)C)C=1C(C2C3CCC(C2C1OC)O3)=O)C ((1RS,2SR,6RS,7SR)-4-(4-bromo-2,6-dimethylphenyl)-5-methoxy-10-oxa-tricyclo[5.2.1.02,6]dec-4-en-3-one), [F-].[Cs+] (cesium fluoride), cuprous iodide, CN(C=O)C (dimethylformamide), C(CCC)[Sn](C#CC)(CCCC)CCCC (tributyl(prop-1-ynyl)stannane). The reagents and catalysts are C1=CC=C(C=C1)P([C-]2C=CC=C2)C3=CC=CC=C3.C1=CC=C(C=C1)P([C-]2C=CC=C2)C3=CC=CC=C3.Cl[Pd]Cl.[Fe+2] ([1,1′-bis(diphenylphosphino)ferrocene]dichloropalladium(II)). Run in O (water), C(C)(=O)OCC (ethyl acetate). Conditions: temperature 120 celsius. Product: CC1=C(C(=CC(=C1)C#CC)C)C1C(C2C3CCC(C2C1=O)O3)=O ((1RS,2SR,6RS,7SR)-4-(2,6-dimethyl-4-prop-1-ynylphenyl)-10-oxatricyclo[5.2.1.02,6]decane-3,5-dione). RXN SMILES: Br[C:2]1[CH:7]=[C:6]([CH3:8])[C:5]([C:9]2[C:10](=[O:21])[CH:11]3[CH:16]([C:17]=2[O:18]C)[CH:15]2[O:20][CH:12]3[CH2:13][CH2:14]2)=[C:4]([CH3:22])[CH:3]=1.[F-].[Cs+].CN(C)C=O.[CH2:30]([Sn](CCCC)(CCCC)C#CC)[CH2:31][CH2:32]C>O.C(OCC)(=O)C.C1C=CC(P(C2C=CC=CC=2)[C-]2C=CC=C2)=CC=1.C1C=CC(P(C2C=CC=CC=2)[C-]2C=CC=C2)=CC=1.Cl[Pd]Cl.[Fe+2]>[CH3:8][C:6]1[CH:7]=[C:2]([C:30]#[C:31][CH3:32])[CH:3]=[C:4]([CH3:22])[C:5]=1[CH:9]1[C:10](=[O:21])[CH:11]2[CH:16]([CH:15]3[O:20][CH:12]2[CH2:13][CH2:14]3)[C:17]1=[O:18] |f:1.2,7.8.9.10|. Procedure details: To (1RS,2SR,6RS,7SR)-4-(4-bromo-2,6-dimethylphenyl)-5-methoxy-10-oxa-tricyclo[5.2.1.02,6]dec-4-en-3-one (0.40 g, 1.10 mmol), cesium fluoride (0.34 g, 2.20 mmol), cuprous iodide (0.04 g, 0.22 mmol) and [1,1′-bis(diphenylphosphino)ferrocene]dichloropalladium(II) (0.12 g, 0.17 mmol) under nitrogen atmosphere is added anhydrous dimethylformamide (3.8 g, 4 ml, 51 mmol) followed by tributyl(prop-1-ynyl)stannane (1.10 g, 1.0 ml, 3.3 mmol). The mixture is heated at 120°C. under microwave irradiation for... Reactants: C(C1=CC=CC=C1)(C1=CC=CC=C1)(C1=CC=CC=C1)N1C=NC(=C1)CC1=CC=C(C=C1)C#N (1-trityl-4-(4-cyanobenzyl)-imidazole), ClCCl (dichloromethane), S1C=C(C=C1)C1=CC=C(CO)C=C1 (4-thien-3-yl-benzyl alcohol), C(C)(C)N(CC)C(C)C (diisopropylethylamine), FC(S(=O)(=O)OS(=O)(=O)C(F)(F)F)(F)F (trifluoromethanesulfonic anhydride), ClCCl (dichloromethane). Run at temperature -78 celsius, time 1 hour. The product is Cl.S1C=C(C=C1)C1=CC=C(C=C1)CN1C=NC=C1CC1=CC=C(C=C1)C#N (1-(4-[Thien-3-yl]phenylmethyl)-5-(4-cyanobenzyl)imidazole hydrochloride salt). Procedure: To a solution of 4-thien-3-yl-benzyl alcohol (253 mg, 1.33 mmol) and diisopropylethylamine (0.464 mL, 2.66 mmol) in dichloromethane (7 mL) at -78° C. was added trifluoromethanesulfonic anhydride (0.224 mL, 1.33 mmol) and the mixture stirred at -78° C. for 1 hour. To this mixture was added a solution of 1-trityl-4-(4-cyanobenzyl)-imidazole (566 mg , 1.33 mmol) in dichloromethane (5 mL). The mixture was allowed to warm to ambient temperature and stirred for 2 hours. The solvent was evaporated in v... RXN SMILES: [S:1]1[CH:5]=[CH:4][C:3]([C:6]2[CH:13]=[CH:12][C:9]([CH2:10]O)=[CH:8][CH:7]=2)=[CH:2]1.C(N(C(C)C)CC)(C)C.FC(F)(F)S(OS(C(F)(F)F)(=O)=O)(=O)=O.C([N:57]1[CH:61]=[C:60]([CH2:62][C:63]2[CH:68]=[CH:67][C:66]([C:69]#[N:70])=[CH:65][CH:64]=2)[N:59]=[CH:58]1)(C1C=CC=CC=1)(C1C=CC=CC=1)C1C=CC=CC=1.[Cl:71]CCl>>[ClH:71].[S:1]1[CH:5]=[CH:4][C:3]([C:6]2[CH:13]=[CH:12][C:9]([CH2:10][N:59]3[C:60]([CH2:62][C:63]4[CH:68]=[CH:67][C:66]([C:69]#[N:70])=[CH:65][CH:64]=4)=[CH:61][N:57]=[CH:58]3)=[CH:8][CH:7]=2)=[CH:2]1 |f:5.6|. Reactants: CC(=O)OC(C)C(=O)Nc1ccc(C2=NNC(=O)CC2C)cc1, CO, Cl. The product is CC(O)C(=O)Nc1ccc(C2=NNC(=O)CC2C)cc1. Reaction SMILES: [C:1](=[O:2])([CH3:3])[O:4][CH:5]([C:6](=[O:7])[NH:8][c:9]1[cH:10][cH:11][c:12]([C:15]2=[N:20][NH:19][C:18](=[O:21])[CH2:17][CH:16]2[CH3:22])[cH:13][cH:14]1)[CH3:23].[CH3:25][OH:26].[ClH:24]>>[OH:4][CH:5]([C:6](=[O:7])[NH:8][c:9]1[cH:10][cH:11][c:12]([C:15]2=[N:20][NH:19][C:18](=[O:21])[CH2:17][CH:16]2[CH3:22])[cH:13][cH:14]1)[CH3:23]. Procedure: To a 3-neck 12 L round bottom flask add tetrahydrofuran (THF, 3 L) and diisopropylamine (DIPA, 315 mL, 2.24 mol) and cool to −78° C. Add slowly n-butyllithium (1.6 M in hexanes, 1400 mL, 2.24 mol). After the addition is complete and the temperature has settled at −78° C. slowly add a solution of 3,5-dichloropyridine (296.7 g, 2.00 mol) which immediately forms a yellow solution that changes to a rust colored suspension. After the addition is complete and the temperature has settled at −78° C. slo... Reactants: C(C)=O (acetaldehyde), rust, C(C)(C)NC(C)C (diisopropylamine), C(CCC)[Li] (n-butyllithium), ClC=1C=NC=C(C1)Cl (3,5-dichloropyridine). The solvent is COC(C)(C)C (methyl-tert-butylether), [Cl-].[NH4+] (ammonium chloride), O (water), [Cl-].[NH4+] (ammonium chloride), O1CCCC1 (tetrahydrofuran), O1CCCC1 (THF). Run at temperature -78 celsius, time 3 hour. As a reaction SMILES: C(NC(C)C)(C)C.C([Li])CCC.[Cl:13][C:14]1[CH:15]=[N:16][CH:17]=[C:18]([Cl:20])[CH:19]=1.[CH:21](=[O:23])[CH3:22]>O1CCCC1.COC(C)(C)C.[Cl-].[NH4+].O>[Cl:13][C:14]1[CH:15]=[N:16][CH:17]=[C:18]([Cl:20])[C:19]=1[CH:21]([OH:23])[CH3:22] |f:6.7|. Yields the product ClC=1C=NC=C(C1C(C)O)Cl (1-(3,5-Dichloropyridin-4-yl)ethanol).